From a dataset of the Open Reaction Database (ORD), a public repository of structured organic reaction records. describe an organic reaction: reactants, conditions, products, and yield Starting materials: CCO, Nc1nc(Cl)c(F)c(Cl)n1, [NH4+], [OH-]. Yields the product Nc1nc(N)c(F)c(Cl)n1. RXN SMILES: [CH3:13][CH2:14][OH:15].[F:1][c:2]1[c:3]([Cl:10])[n:4][c:5]([NH2:9])[n:6][c:7]1[Cl:8].[NH4+:11].[OH-:12]>>[F:1][c:2]1[c:3]([NH2:11])[n:4][c:5]([NH2:9])[n:6][c:7]1[Cl:8]. The reactants are C(=O)(OC1=CC=CC=C1)N1[C@H]2[C@@H]3CCOC[C@@]3(C=3C=C(C=CC3C2)O)CC1 (17-Carbophenoxy-3-hydroxy-6-oxamorphinan), C(C)I (ethyl iodide), C([O-])([O-])=O.[K+].[K+] (potassium carbonate). The solvent is C(C)#N (acetonitrile). Product: C(=O)(OC1=CC=CC=C1)N1[C@H]2[C@@H]3CCOC[C@@]3(C=3C=C(C=CC3C2)OCC)CC1 (17-Carbophenoxy-3-ethoxy-6-oxamorphinan). Reaction SMILES: [C:1]([N:10]1[CH2:27][CH2:26][C@@:17]23[C:18]4[CH:19]=[C:20]([OH:25])[CH:21]=[CH:22][C:23]=4[CH2:24][C@@H:11]1[C@@H:12]2[CH2:13][CH2:14][O:15][CH2:16]3)([O:3][C:4]1[CH:9]=[CH:8][CH:7]=[CH:6][CH:5]=1)=[O:2].[CH2:28](I)[CH3:29].C(=O)([O-])[O-].[K+].[K+]>C(#N)C>[C:1]([N:10]1[CH2:27][CH2:26][C@@:17]23[C:18]4[CH:19]=[C:20]([O:25][CH2:28][CH3:29])[CH:21]=[CH:22][C:23]=4[CH2:24][C@@H:11]1[C@@H:12]2[CH2:13][CH2:14][O:15][CH2:16]3)([O:3][C:4]1[CH:9]=[CH:8][CH:7]=[CH:6][CH:5]=1)=[O:2] |f:2.3.4|. Procedure details: A mixture of XXVIII (0.005 m) from Step (c) above, ethyl iodide (0.01 m) and potassium carbonate (2 g) in 20 ml acetonitrile is heated at reflux for 18 hours. The mixture is filtered and the filtrate concentrated. The residue is treated with water and extracted with methylene chloride. The extracts are dried (MgSO4), filtered and concentrated to give the title compound. RXN SMILES: [Br:51][N:52]1[C:53](=[O:54])[CH2:55][CH2:56][C:57]1=[O:58].[CH3:1][Si:2]([CH2:3][CH2:4][O:5][CH2:6][N:7]([c:8]1[cH:9][c:10]([CH2:29][CH:30]2[CH2:31][CH2:32][CH:33]([C:36](=[O:37])[O:38][CH2:39][CH3:40])[CH2:34][CH2:35]2)[n:11][c:12]2[n:13]1[n:14][cH:15][c:16]2-[c:17]1[cH:18][n:19][c:20](-[c:23]2[cH:24][cH:25][cH:26][cH:27][cH:28]2)[cH:21][cH:22]1)[CH2:41][O:42][CH2:43][CH2:44][Si:45]([CH3:46])([CH3:47])[CH3:48])([CH3:49])[CH3:50].[CH3:59][C:60]#[N:61]>>[CH3:1][Si:2]([CH2:3][CH2:4][O:5][CH2:6][N:7]([c:8]1[c:9]([Br:51])[c:10]([CH2:29][CH:30]2[CH2:31][CH2:32][CH:33]([C:36](=[O:37])[O:38][CH2:39][CH3:40])[CH2:34][CH2:35]2)[n:11][c:12]2[n:13]1[n:14][cH:15][c:16]2-[c:17]1[cH:18][n:19][c:20](-[c:23]2[cH:24][cH:25][cH:26][cH:27][cH:28]2)[cH:21][cH:22]1)[CH2:41][O:42][CH2:43][CH2:44][Si:45]([CH3:46])([CH3:47])[CH3:48])([CH3:49])[CH3:50]. Starting materials: O=C1CCC(=O)N1Br, CCOC(=O)C1CCC(Cc2cc(N(COCC[Si](C)(C)C)COCC[Si](C)(C)C)n3ncc(-c4ccc(-c5ccccc5)nc4)c3n2)CC1, CC#N. Yields the product CCOC(=O)C1CCC(Cc2nc3c(-c4ccc(-c5ccccc5)nc4)cnn3c(N(COCC[Si](C)(C)C)COCC[Si](C)(C)C)c2Br)CC1. Reactants: BrC=1C(C2=CC(=CC=C2C1C1=CC=C(C=C1)Cl)OCCN1CCN(CC1)S(=O)(=O)C)=O (2-Bromo-3-(4-chlorophenyl)-6-(2-(4-(methylsulfonyl)piperazin-1-yl)ethoxy)-1H-inden-1-one), O1CCN(CC1)CCOC1=CC=C2C(=C(C(C2=C1)=O)Br)C1=CC=CC=C1 (6-(2-morpholinoethoxy)-2-bromo-3-phenyl-1H-inden-1-one), FC=1C=C(C=CC1F)B(O)O (3,4-difluorophenylboronic acid). The product is ClC1=CC=C(C=C1)C1=C(C(C2=CC(=CC=C12)OCCN1CCN(CC1)S(=O)(=O)C)=O)C1=CC(=C(C=C1)F)F (3-(4-Chlorophenyl)-2-(3,4-difluorophenyl)-6-(2-(4-(methylsulfonyl)piperazin-1-yl)ethoxy)-1H-inden-1-one). Isolated yield 50.0%. RXN SMILES: Br[C:2]1[C:3](=[O:31])[C:4]2[C:9]([C:10]=1[C:11]1[CH:16]=[CH:15][C:14]([Cl:17])=[CH:13][CH:12]=1)=[CH:8][CH:7]=[C:6]([O:18][CH2:19][CH2:20][N:21]1[CH2:26][CH2:25][N:24]([S:27]([CH3:30])(=[O:29])=[O:28])[CH2:23][CH2:22]1)[CH:5]=2.O1CCN(CCOC2C=C3C(C(C4C=CC=CC=4)=C(Br)C3=O)=CC=2)CC1.[F:58][C:59]1[CH:60]=[C:61](B(O)O)[CH:62]=[CH:63][C:64]=1[F:65]>>[Cl:17][C:14]1[CH:13]=[CH:12][C:11]([C:10]2[C:9]3[C:4](=[CH:5][C:6]([O:18][CH2:19][CH2:20][N:21]4[CH2:22][CH2:23][N:24]([S:27]([CH3:30])(=[O:29])=[O:28])[CH2:25][CH2:26]4)=[CH:7][CH:8]=3)[C:3](=[O:31])[C:2]=2[C:62]2[CH:61]=[CH:60][C:59]([F:58])=[C:64]([F:65])[CH:63]=2)=[CH:16][CH:15]=1. Reported procedure: The procedure of Step 7 of Example 1 was repeated except for using 2-bromo-3-(4-chlorophenyl)-6-(2-(4-(methylsulfonyl)piperazin-1-yl)ethoxy)-1H-inden-1-one obtained in Step 1 as a starting material instead of 6-(2-morpholinoethoxy)-2-bromo-3-phenyl-1H-inden-1-one, 3,4-difluorophenylboronic acid instead of 3-pyridinylboronic acid, and being purified by prep HPLC (CH3CN/H2O=7:3) to obtain the title compound (50%). Reactants: Clc1ncccc1Br, O=C([O-])[O-], CS(C)=O, CCOC(C)=O, [Cs+], [Cs+], Nc1ccc(O)nc1. Reaction SMILES: [Br:1][c:2]1[c:3]([Cl:8])[n:4][cH:5][cH:6][cH:7]1.[C:17](=[O:18])([O-:19])[O-:20].[CH3:23][S:24]([CH3:25])=[O:26].[CH3:27][CH2:28][O:29][C:30]([CH3:31])=[O:32].[Cs+:21].[Cs+:22].[NH2:9][c:10]1[cH:11][cH:12][c:13]([OH:16])[n:14][cH:15]1>>[Br:1][c:2]1[c:3]([O:16][c:13]2[cH:12][cH:11][c:10]([NH2:9])[cH:15][n:14]2)[n:4][cH:5][cH:6][cH:7]1. The product is Nc1ccc(Oc2ncccc2Br)nc1. Starting materials: ClC1=CC=NC=2C(CCCC12)[Se]C1=CC=CC=C1 (4-chloro-5,6,7,8-tetrahydro 8-(phenylseleno)quinoline), ClC=1C=C(C(=O)OO)C=CC1 (3-chloroperoxybenzoic acid). Solvent: ClCCl (dichloromethane). Yields the product ClC1=CC=NC=2C=CCCC12 (4-chloro-5,6-dihydroquinoline). The yield is 93.8%. As a reaction SMILES: [Cl:1][C:2]1[C:11]2[CH2:10][CH2:9][CH2:8][CH:7]([Se]C3C=CC=CC=3)[C:6]=2[N:5]=[CH:4][CH:3]=1.ClC1C=C(C=CC=1)C(OO)=O>ClCCl>[Cl:1][C:2]1[C:11]2[CH2:10][CH2:9][CH:8]=[CH:7][C:6]=2[N:5]=[CH:4][CH:3]=1. Procedure details: This compound was prepared from the product of Step 3 (9 g, 28 mmol), 86% 3-chloroperoxybenzoic acid (5.8 g, 29 mmol), and dichloromethane (150 ml) using the procedure outlined in Example 25, Step 2. Distillation gave the product (4.35 g) as an oil. Reactants: ClC1=C(SC=C1)C[C@H](N)CC ((R)-3-chloro-a-ethyl-2-thiopheneethanamine), ClC1=C(C(NC=C1)=O)[N+](=O)[O-] (4-chloro-3-nitropyridin-2(1H)-one), C(C)(C)N(C(C)C)CC (N,N-diisopropylethylamine), ClC1=C(SC=C1)C[C@H](N)CC ((R)-3-chloro-a-ethyl-2-thiopheneethanamine), ClC1=C(C(NC=C1)=O)[N+](=O)[O-] (4-chloro-3-nitropyridin-2(1H)-one). The solvent is CC(C)O (2-propanol). Reaction conditions: temperature 70 celsius, time 7 hour. Product: ClC1=C(SC=C1)C[C@@H](CC)NC1=C(C(=NC=C1)O)[N+](=O)[O-] ((R)-N-[1-[(3-chloro-2-thienyl)methyl]propyl]-2-hydroxy-3-nitro-4-pyridinamine). As a reaction SMILES: [Cl:1][C:2]1[CH:6]=[CH:5][S:4][C:3]=1[CH2:7][C@@H:8]([CH2:10][CH3:11])[NH2:9].Cl[C:13]1[CH:18]=[CH:17][NH:16][C:15](=[O:19])[C:14]=1[N+:20]([O-:22])=[O:21].C(N(CC)C(C)C)(C)C>CC(O)C>[Cl:1][C:2]1[CH:6]=[CH:5][S:4][C:3]=1[CH2:7][C@H:8]([NH:9][C:13]1[CH:18]=[CH:17][N:16]=[C:15]([OH:19])[C:14]=1[N+:20]([O-:22])=[O:21])[CH2:10][CH3:11]. Procedure: To a 3-neck 1 liter round bottom flask fitted with a mechanical stirrer, thermocouple, nitrogen inlet and a condenser is sequentially charged: 14.5 g of (R)-3-chloro-a-ethyl-2-thiopheneethanamine (Compound III), 10.9 grams of 4-chloro-3-nitropyridin-2(1H)-one (Compound II), 35 grams of 2-propanol (IPA) and 25 mL of N,N-diisopropylethylamine (DIPEA). The mixture is stirred at 70° C.±2+ C. for 7 hours before the reaction is allowed to cool overnight to room temperature (22° C.±3° C.). The mixture ...